This data is from the Open Reaction Database (ORD), a public repository of structured organic reaction records. The task is: describe an organic reaction: reactants, conditions, products, and yield Reagents/catalysts: C(C)(=O)[O-].[Pd+2].C(C)(=O)[O-] (palladium acetate). Starting materials: COC(CC1=C(C=C(C=C1)Cl)F)=O ((4-chloro-2-fluoro-phenyl)-acetic Acid Methyl Ester), C(C)C(CC)(C1=CC(=C(C=C1)B1OC(C(O1)(C)C)(C)C)C)C1=CC(=C(OCC(C(C)(C)C)O)C=C1)C (1-(4-{1-ethyl-1-[3-methyl-4-(4,4,5,5-tetramethyl-[1,3,2]dioxaborolan-2-yl)-phenyl]-propyl}-2-methyl-phenoxy)-3,3-dimethyl-butan-2-ol), C1(CCCCC1)P(C1=C(C=CC=C1)C1=C(C=CC=C1OC)OC)C1CCCCC1 (2-dicyclohexylphosphino-2′,6′-dimethoxybiphenyl), P(=O)([O-])([O-])[O-].[K+].[K+].[K+] (potassium phosphate). Isolated yield 60.4%. Reported procedure: A solution of palladium acetate (3.8 mg, 0.017 mmol), 2-dicyclohexylphosphino-2′,6′-dimethoxybiphenyl (14.0 mg, 0.034 mmol) and potassium phosphate (72.3 mg, 0.34 mmol) in water (0.050 mL) and toluene (0.200 mL) was stirred for three minutes. A solution of (4-chloro-2-fluoro-phenyl)acetic acid methyl ester (Example 40; 37.0 mg, 0.18 mmol) and 1-(4-{1-ethyl-1-[3-methyl-4-(4,4,5,5-tetramethyl-[1,3,2]dioxaborolan-2-yl)-phenyl]-propyl}-2-methyl-phenoxy)-3,3-dimethyl-butan-2-ol (Example 30-(2); 60.0 ... Solvent: C1(=CC=CC=C1)C (toluene), O (water), C1(=CC=CC=C1)C (toluene). The product is COC(CC1=C(C=C(C=C1)C1=C(C=C(C=C1)C(CC)(CC)C1=CC(=C(C=C1)OCC(C(C)(C)C)=O)C)C)F)=O ((4′-{1-[4-(3,3-dimethyl-2-oxo-butoxy)-3-methyl-phenyl]-1-ethyl-propyl}-3-fluoro-2′-methyl-biphenyl-4-yl)-acetic Acid Methyl Ester). RXN SMILES: C1(P(C2CCCCC2)C2C=CC=CC=2C2C(OC)=CC=CC=2OC)CCCCC1.P([O-])([O-])([O-])=O.[K+].[K+].[K+].[CH3:38][O:39][C:40](=[O:50])[CH2:41][C:42]1[CH:47]=[CH:46][C:45](Cl)=[CH:44][C:43]=1[F:49].[CH2:51]([C:53]([C:72]1[CH:85]=[CH:84][C:75]([O:76][CH2:77][CH:78]([OH:83])[C:79]([CH3:82])([CH3:81])[CH3:80])=[C:74]([CH3:86])[CH:73]=1)([C:56]1[CH:61]=[CH:60][C:59](B2OC(C)(C)C(C)(C)O2)=[C:58]([CH3:71])[CH:57]=1)[CH2:54][CH3:55])[CH3:52]>O.C1(C)C=CC=CC=1.C([O-])(=O)C.[Pd+2].C([O-])(=O)C>[CH3:38][O:39][C:40](=[O:50])[CH2:41][C:42]1[CH:47]=[CH:46][C:45]([C:59]2[CH:60]=[CH:61][C:56]([C:53]([C:72]3[CH:85]=[CH:84][C:75]([O:76][CH2:77][C:78](=[O:83])[C:79]([CH3:81])([CH3:80])[CH3:82])=[C:74]([CH3:86])[CH:73]=3)([CH2:54][CH3:55])[CH2:51][CH3:52])=[CH:57][C:58]=2[CH3:71])=[CH:44][C:43]=1[F:49] |f:1.2.3.4,9.10.11|. Run at temperature 100 celsius, time 1 hour. Reactants: N1=C(C=CC=C1)N1C(OC(C1)COC1=CC=C(C=C1)[N+](=O)[O-])=O (4-[3-(2-pyridyl)-2-oxooxazolidin-5-yl]methoxynitrobenzene). Reagents/catalysts: [C].[Pd] (palladium carbon). Solvent: O1CCOCC1 (1,4-dioxane), CN(C=O)C (N,N-dimethylformamide). Reaction conditions: time 2.5 hour. Yields the product N1=C(C=CC=C1)N1C(OC(C1)COC1=CC=C(N)C=C1)=O (4-[3-(2-pyridyl)-2-oxooxazolidin-5-yl]methoxyaniline). Isolated yield 81.2%. Reaction SMILES: [N:1]1[CH:6]=[CH:5][CH:4]=[CH:3][C:2]=1[N:7]1[CH2:11][CH:10]([CH2:12][O:13][C:14]2[CH:19]=[CH:18][C:17]([N+:20]([O-])=O)=[CH:16][CH:15]=2)[O:9][C:8]1=[O:23]>O1CCOCC1.CN(C)C=O.[C].[Pd]>[N:1]1[CH:6]=[CH:5][CH:4]=[CH:3][C:2]=1[N:7]1[CH2:11][CH:10]([CH2:12][O:13][C:14]2[CH:15]=[CH:16][C:17]([NH2:20])=[CH:18][CH:19]=2)[O:9][C:8]1=[O:23] |f:3.4|. Procedure: To a solution of 4.64 g of 4-[3-(2-pyridyl)-2-oxooxazolidin-5-yl]methoxynitrobenzene in 50 ml of 1,4-dioxane and 150 ml of N,N-dimethylformamide, 0.47 g of 10% palladium carbon was added, followed by stirring for 2.5 hours at room temperature and 5 atm. pressure under a hydrogen stream. The reaction mixture was filtered and the filtrate was then concentrated under reduced pressure. Methanol was added to the residue and the crystals so precipitated were collected by filtration, whereby 3.41 g of ... The reactants are O=C(O)c1ccc(C(F)(F)F)cn1, Cc1ccc2cccc(N)c2n1. The reagents and catalysts are [B-](F)(F)(F)F.CN(C)C(=[N+](C)C)ON1C(=O)CCC1=O (TSTU), CCN(C(C)C)C(C)C (DIPEA). The solvent is CN(C)C=O (DMF), CN(C)C=O (DMF), CN(C)C=O (DMF), CN(C)C=O (DMF), CN(C)C=O (DMF), CN(C)C=O (DMF). Conditions: temperature 25 celsius, time 2 hour. Yields the product Cc1ccc2cccc(NC(=O)c3ccc(C(F)(F)F)cn3)c2n1. Isolated yield 12.8%. Reaction SMILES: Cc1ccc2cccc(N)c2n1.O=C(O)c1ccc(C(F)(F)F)cn1.[B-](F)(F)(F)F.CN(C)C(=[N+](C)C)ON1C(=O)CCC1=O.CCN(C(C)C)C(C)C.CN(C)C=O>>Cc1ccc2cccc(NC(=O)c3ccc(C(F)(F)F)cn3)c2n1. Reported procedure: A suspension of methyl 2-amino-5-fluoro-quinazoline-7-carboxylate (4.28 g, 19.3 mmol, 1.00 equiv), CuI (1.81 g, 9.5 mmol, 0.49 equiv) and diiodomethane (7.80 mL, 96.8 mmol, 5.0 equiv) in THF (80 ml) was treated with isoamyl nitrite (7.80 mL, 58.1 mmol, 3.00 equiv) at ambient temperature, and the mixture heated to 60 ° C. After 18 h the reaction was cooled. The mixture was diluted with EtOAc (100 mL), filtered through a Celite® pad, and the dark green filtrate concentrated in vacuo to an oily res... The reactants are NC1=NC2=CC(=CC(=C2C=N1)F)C(=O)OC (methyl 2-amino-5-fluoro-quinazoline-7-carboxylate), ICI (diiodomethane), N(=O)OCCC(C)C (isoamyl nitrite). The solvent is C1CCOC1 (THF), CCOC(=O)C (EtOAc). Isolated yield 55.2%. RXN SMILES: N[C:2]1[N:11]=[CH:10][C:9]2[C:4](=[CH:5][C:6]([C:13]([O:15][CH3:16])=[O:14])=[CH:7][C:8]=2[F:12])[N:3]=1.[I:17]CI.N(OCCC(C)C)=O>C1COCC1.CCOC(C)=O.[Cu]I>[F:12][C:8]1[CH:7]=[C:6]([C:13]([O:15][CH3:16])=[O:14])[CH:5]=[C:4]2[C:9]=1[CH:10]=[N:11][C:2]([I:17])=[N:3]2. The reagents and catalysts are [Cu]I (CuI). Conditions: temperature 60 celsius. Product: FC1=C2C=NC(=NC2=CC(=C1)C(=O)OC)I (methyl 5-fluoro-2-iodoquinazoline-7-carboxylate). Procedure: 12.8 g of methyl 2-acetamido-5-chlorocinnamate are dissolved in 200 ml of dimethylformamide/toluene (1:1), and 1.6 g sodium hydride (80% in paraffin oil) are added. Stirring is effected for 30 minutes, and at 0° 7 g of dimethylsulphate are added drop by drop. After 2 hours additional stirring at room temperature, 500 ml of water and 50 ml of 2 N sodium hydroxide solution are added followed by washing with toluene. After acidification, extraction with methylene chloride, removing of the solvent a... Conditions: time 30 minute. Solvent: O (water), CN(C=O)C.C1(=CC=CC=C1)C (dimethylformamide toluene). The yield is 59.4%. The product is ClC=1C=CC(=C(C=CC(=O)O)C1)N(C(C)=O)C (5-chloro-2-(N-methyl-acetamido)-cinnamic acid). The reactants are [OH-].[Na+] (sodium hydroxide), C(C)(=O)NC1=C(C=CC(=O)OC)C=C(C=C1)Cl (methyl 2-acetamido-5-chlorocinnamate), COS(=O)(=O)OC (dimethylsulphate), [H-].[Na+] (sodium hydride). Reaction SMILES: [C:1]([NH:4][C:5]1[CH:16]=[CH:15][C:14]([Cl:17])=[CH:13][C:6]=1[CH:7]=[CH:8][C:9]([O:11]C)=[O:10])(=[O:3])[CH3:2].[H-].[Na+].[CH3:20]OS(OC)(=O)=O.[OH-].[Na+]>CN(C)C=O.C1(C)C=CC=CC=1.O>[Cl:17][C:14]1[CH:15]=[CH:16][C:5]([N:4]([CH3:20])[C:1](=[O:3])[CH3:2])=[C:6]([CH:13]=1)[CH:7]=[CH:8][C:9]([OH:11])=[O:10] |f:1.2,4.5,6.7|. Reactants: F[B-](F)(F)F, C[O+](C)C, CCOC(C)=O, Ic1ccc2[nH]ncc2c1. The product is Cn1cc2cc(I)ccc2n1. RXN SMILES: [B-:11]([F:12])([F:13])([F:14])[F:15].[CH3:16][O+:17]([CH3:18])[CH3:19].[CH3:20][CH2:21][O:22][C:23]([CH3:24])=[O:25].[I:1][c:2]1[cH:3][c:4]2[cH:5][n:6][nH:7][c:8]2[cH:9][cH:10]1>>[I:1][c:2]1[cH:3][c:4]2[cH:5][n:6]([CH3:16])[n:7][c:8]2[cH:9][cH:10]1. The reactants are [Cl-].[Al+3].[Cl-].[Cl-] (aluminium chloride), [Cl-].[Na+] (sodium chloride), C(CC)(=O)OC1=CC=2CCCCC2C=C1 (5,6,7,8-Tetrahydro-2-propionoxynaphthalene). Yields the product OC1=CC=2CCCCC2C=C1C(CC)=O (5,6,7,8-tetrahydro-2-hydroxy-3-propionylnaphthalene). Yield: 48.3%. As a reaction SMILES: [Cl-].[Al+3].[Cl-].[Cl-].[Cl-].[Na+].C([O:11][C:12]1[CH:21]=[CH:20][C:19]2[CH2:18][CH2:17][CH2:16][CH2:15][C:14]=2[CH:13]=1)(=O)CC>>[OH:11][C:12]1[C:21]([C:12](=[O:11])[CH2:13][CH3:14])=[CH:20][C:19]2[CH2:18][CH2:17][CH2:16][CH2:15][C:14]=2[CH:13]=1 |f:0.1.2.3,4.5|. Procedure: To a mixture of aluminium chloride (120 g) and sodium chloride (52.6 g) at 160° was added, over 10 minutes, the product of step (a) (60 g). The mixture was then heated at 180° for 30 minutes, cooled and poured onto ice. The precipitate was extracted into ether and the extract was filtered and evaporated. The residue was twice crystallised from petroleum ether (40°-60°) to give 5,6,7,8-tetrahydro-2-hydroxy-3-propionylnaphthalene, (14.5 g) as a pale brown solid, m.p. 57°-58°. The reactants are CNCCCN(C)C(=O)COC1Cc2ccccc2C12CCN(CCC1(c3ccc(F)cc3)CN(C(=O)c3cc(C(F)(F)F)cc(C(F)(F)F)c3)CO1)CC2, O=C(O)Cc1ccc([N+](=O)[O-])cc1. Product: CN(CCCN(C)C(=O)Cc1ccc([N+](=O)[O-])cc1)C(=O)COC1Cc2ccccc2C12CCN(CCC1(c3ccc(F)cc3)CN(C(=O)c3cc(C(F)(F)F)cc(C(F)(F)F)c3)CO1)CC2. RXN SMILES: [F:14][C:15]([c:16]1[cH:17][c:18]([C:19](=[O:20])[N:21]2[CH2:22][O:23][C:24]([c:26]3[cH:27][cH:28][c:29]([F:32])[cH:30][cH:31]3)([CH2:33][CH2:34][N:35]3[CH2:36][CH2:37][C:38]4([CH:39]([O:47][CH2:48][C:49](=[O:50])[N:51]([CH2:52][CH2:53][CH2:54][NH:55][CH3:56])[CH3:57])[CH2:40][c:41]5[cH:42][cH:43][cH:44][cH:45][c:46]54)[CH2:58][CH2:59]3)[CH2:25]2)[cH:60][c:61]([C:63]([F:64])([F:65])[F:66])[cH:62]1)([F:67])[F:68].[N+:1](=[O:2])([O-:3])[c:4]1[cH:5][cH:6][c:7]([CH2:10][C:11](=[O:12])[OH:13])[cH:8][cH:9]1>>[N+:1](=[O:2])([O-:3])[c:4]1[cH:5][cH:6][c:7]([CH2:10][C:11](=[O:13])[N:55]([CH2:54][CH2:53][CH2:52][N:51]([C:49]([CH2:48][O:47][CH:39]2[C:38]3([CH2:37][CH2:36][N:35]([CH2:34][CH2:33][C:24]4([c:26]5[cH:27][cH:28][c:29]([F:32])[cH:30][cH:31]5)[O:23][CH2:22][N:21]([C:19]([c:18]5[cH:17][c:16]([C:15]([F:14])([F:67])[F:68])[cH:62][c:61]([C:63]([F:64])([F:65])[F:66])[cH:60]5)=[O:20])[CH2:25]4)[CH2:59][CH2:58]3)[c:46]3[c:41]([cH:42][cH:43][cH:44][cH:45]3)[CH2:40]2)=[O:50])[CH3:57])[CH3:56])[cH:8][cH:9]1. Starting materials: C(NN)(=O)OC(C1=CC=CC=C1)C1=CC=CC=C1 (benzhydryl carbazate), N1=CC=C(C=C1)C=O (4-pyridinecarboxaldehyde). The solvent is C(C)O (ethanol), C(C)O (ethanol). Yields the product N1=CC=C(C=C1)C=NNC(=O)OC(C1=CC=CC=C1)C1=CC=CC=C1 (diphenylmethyl (4-pyridinylmethylene)carbazate). The yield is 78.6%. RXN SMILES: [C:1]([O:5][CH:6]([C:13]1[CH:18]=[CH:17][CH:16]=[CH:15][CH:14]=1)[C:7]1[CH:12]=[CH:11][CH:10]=[CH:9][CH:8]=1)(=[O:4])[NH:2][NH2:3].[N:19]1[CH:24]=[CH:23][C:22]([CH:25]=O)=[CH:21][CH:20]=1>C(O)C>[N:19]1[CH:24]=[CH:23][C:22]([CH:25]=[N:3][NH:2][C:1]([O:5][CH:6]([C:7]2[CH:12]=[CH:11][CH:10]=[CH:9][CH:8]=2)[C:13]2[CH:18]=[CH:17][CH:16]=[CH:15][CH:14]=2)=[O:4])=[CH:21][CH:20]=1. Reported procedure: To 24.11 gm (0.1 mole) of benzhydryl carbazate in 200 ml of warm absolute ethanol is added 10.66 gm (0.1 mole) of 4-pyridinecarboxaldehyde in 75 ml of absolute ethanol. The mixture is refluxed 7 hr and cooled. The solvent is removed in vacuo. Recrystallization from ethanol-Skellysolve B yields 26.03 gm (78.5%) of the title compound having a melting point of 159°-160° C.